describe an organic reaction: reactants, conditions, products, and yield From a dataset of the Open Reaction Database (ORD), a public repository of structured organic reaction records. Starting materials: [Na+].C(C=C)OC1(CCN(CC1)C1=C(C(=CC=2N1C=C(N2)C(=O)[O-])C)[C@@H](C(=O)OC)OC(C)(C)C)C ((S)-5-(4-(allyloxy)-4-methylpiperidin-1-yl)-6-(1-(tert-butoxy)-2-methoxy-2-oxoethyl)-7-methylimidazo[1,2-a]pyridine-2-carboxylic acid sodium salt), C(CC=C)OC1=C(CN)C=C(C=C1)F (2-(but-3-en-1-yloxy)-5-fluorobenzylamine), C(C=C)OC1=C(CNC(=O)C=2N=C3N(C(=C(C(=C3)C)[C@@H](C(=O)OC)OC(C)(C)C)N3CCC(CC3)(C)CCC=C)C2)C=CC=C1 ((S)-methyl 2-(2-((2-(allyloxy)benzyl)carbamoyl)-5-(4-(but-3-en-1-yl)-4-methylpiperidin-1-yl)-7-methylimidazo[1,2-a]pyridin-6-yl)-2-(tert-butoxy)acetate). Product: C(CC=C)OC1=C(C=C(C=C1)F)CNC(=O)C=1N=C2N(C(=C(C(=C2)C)[C@@H](C(=O)OC)OC(C)(C)C)N2CCC(CC2)(OCC=C)C)C1 (Methyl(2S)-2-[2-({[2-(but-3-en-1-yloxy)-5-fluorophenyl]methyl}carbamoyl)-7-methyl-5-[4-methyl-4-(prop-2-en-1-yloxy)piperidin-1-yl]imidazo[1,2-a]pyridin-6-yl]-2-(tert-butoxy)acetate). Yield: 61.0%. RXN SMILES: [Na+].[CH2:2]([O:5][C:6]1([CH3:35])[CH2:11][CH2:10][N:9]([C:12]2[N:17]3[CH:18]=[C:19]([C:21]([O-:23])=O)[N:20]=[C:16]3[CH:15]=[C:14]([CH3:24])[C:13]=2[C@H:25]([O:30][C:31]([CH3:34])([CH3:33])[CH3:32])[C:26]([O:28][CH3:29])=[O:27])[CH2:8][CH2:7]1)[CH:3]=[CH2:4].[CH2:36]([O:40][C:41]1[CH:48]=[CH:47][C:46]([F:49])=[CH:45][C:42]=1[CH2:43][NH2:44])[CH2:37][CH:38]=[CH2:39].C(OC1C=CC=CC=1CNC(C1N=C2C=C(C)C([C@H](OC(C)(C)C)C(OC)=O)=C(N3CCC(CCC=C)(C)CC3)N2C=1)=O)C=C>>[CH2:36]([O:40][C:41]1[CH:48]=[CH:47][C:46]([F:49])=[CH:45][C:42]=1[CH2:43][NH:44][C:21]([C:19]1[N:20]=[C:16]2[CH:15]=[C:14]([CH3:24])[C:13]([C@H:25]([O:30][C:31]([CH3:32])([CH3:34])[CH3:33])[C:26]([O:28][CH3:29])=[O:27])=[C:12]([N:9]3[CH2:10][CH2:11][C:6]([CH3:35])([O:5][CH2:2][CH:3]=[CH2:4])[CH2:7][CH2:8]3)[N:17]2[CH:18]=1)=[O:23])[CH2:37][CH:38]=[CH2:39] |f:0.1|. Procedure details: Prepared from (S)-5-(4-(allyloxy)-4-methylpiperidin-1-yl)-6-(1-(tert-butoxy)-2-methoxy-2-oxoethyl)-7-methylimidazo[1,2-a]pyridine-2-carboxylic acid sodium salt and 2-(but-3-en-1-yloxy)-5-fluorobenzylamine in 61% yield using the same procedure as (S)-methyl 2-(2-((2-(allyloxy)benzyl)carbamoyl)-5-(4-(but-3-en-1-yl)-4-methylpiperidin-1-yl)-7-methylimidazo[1,2-a]pyridin-6-yl)-2-(tert-butoxy)acetate. LCMS (ESI, M+1):651.35. Reactants: [Al+3], CC(=O)Cl, CN(C)C=O, [Cl-], [Cl-], [Cl-], O=S1CNc2ccccc21. The product is CC(=O)c1ccc2c(c1)S(=O)CN2. Reaction SMILES: [Al+3:2].[CH3:20][C:21]([Cl:22])=[O:23].[CH3:5][N:6]([CH3:7])[CH:8]=[O:9].[Cl-:1].[Cl-:3].[Cl-:4].[S:10]1(=[O:19])[CH2:11][NH:12][c:13]2[c:14]1[cH:15][cH:16][cH:17][cH:18]2>>[S:10]1(=[O:19])[CH2:11][NH:12][c:13]2[c:14]1[cH:15][c:16]([C:21]([CH3:20])=[O:23])[cH:17][cH:18]2.